Dataset: the Open Reaction Database (ORD), a public repository of structured organic reaction records. Task: describe an organic reaction: reactants, conditions, products, and yield The reactants are O (water), C(C1=CC=CC=C1)OC1=CC=C2C(=NN(C2=C1)C1OCCCC1)COC (6-(benzyloxy)-3-(methoxymethyl)-1-(tetrahydro-2H-pyran-2-yl)indazole). The reagents and catalysts are [Pd] (Palladium on carbon). Run in C1CCOC1 (THF). Conditions: time 8 hour. Yields the product COCC1=NN(C2=CC(=CC=C12)O)C1OCCCC1 (3-(Methoxymethyl)-1-(tetrahydro-2H-pyran-2-yl)indazol-6-ol). Yield: 100.7%. As a reaction SMILES: O.C([O:9][C:10]1[CH:18]=[C:17]2[C:13]([C:14]([CH2:25][O:26][CH3:27])=[N:15][N:16]2[CH:19]2[CH2:24][CH2:23][CH2:22][CH2:21][O:20]2)=[CH:12][CH:11]=1)C1C=CC=CC=1>[Pd].C1COCC1>[CH3:27][O:26][CH2:25][C:14]1[C:13]2[C:17](=[CH:18][C:10]([OH:9])=[CH:11][CH:12]=2)[N:16]([CH:19]2[CH2:24][CH2:23][CH2:22][CH2:21][O:20]2)[N:15]=1. Procedure: 5% Palladium on carbon-STD-type-50% wet with water (199 mg; manufactured by N.E. Chemcat Corp.) and 6-(benzyloxy)-3-(methoxymethyl)-1-(tetrahydro-2H-pyran-2-yl)indazole (450 mg) that can be produced by the method described in Reference Example 54 or the like, were dissolved in THF (12.7 mL; manufactured by Kanto Chemical Co., Inc.). The reaction system was purged with hydrogen, and under a hydrogen atmosphere, the reaction solution was stirred overnight at room temperature. The reaction solution... Reactants: COc1ccc(CO)c(OC)c1OC, Cl, O. Yields the product COc1ccc(CCl)c(OC)c1OC. RXN SMILES: [CH3:1][O:2][c:3]1[c:4]([CH2:5][OH:6])[cH:7][cH:8][c:9]([O:13][CH3:14])[c:10]1[O:11][CH3:12].[ClH:15].[OH2:16]>>[CH3:1][O:2][c:3]1[c:4]([CH2:5][Cl:15])[cH:7][cH:8][c:9]([O:13][CH3:14])[c:10]1[O:11][CH3:12].